From a dataset of the Open Reaction Database (ORD), a public repository of structured organic reaction records. describe an organic reaction: reactants, conditions, products, and yield The product is Cl.N1N=CC(=C1)C=1C=C(C=C(C1)C(F)(F)F)NC(CC1=C(C=C(C=C1)C1=CNC(C(=C1)OCC)=O)F)=O (N-(3-(1H-pyrazol-4-yl)-5-(trifluoromethyl)phenyl)-2-(4-(5-ethoxy-6-oxo-1,6-dihydropyridin-3-yl)-2-fluorophenyl)acetamide hydrochloride). Reaction conditions: temperature 25 celsius, time 2 hour. Reactants: N1N=CC(=C1)C=1C=C(C=C(C1)C(F)(F)F)NC(CC1=C(C=C(C=C1)C=1C=NC(=C(C1)OCC)OCC1=CC=C(C=C1)OC)F)=O (N-(3-(1H-pyrazol-4-yl)-5-(trifluoromethyl)phenyl)-2-(4-(5-ethoxy-6-((4-methoxybenzyl)oxy)pyridin-3-yl)-2-fluorophenyl)acetamide), C(Cl)Cl (DCM), C(=O)(C(F)(F)F)O (TFA). Reaction SMILES: [NH:1]1[CH:5]=[C:4]([C:6]2[CH:7]=[C:8]([NH:16][C:17](=[O:45])[CH2:18][C:19]3[CH:24]=[CH:23][C:22]([C:25]4[CH:26]=[N:27][C:28]([O:34]CC5C=CC(OC)=CC=5)=[C:29]([O:31][CH2:32][CH3:33])[CH:30]=4)=[CH:21][C:20]=3[F:44])[CH:9]=[C:10]([C:12]([F:15])([F:14])[F:13])[CH:11]=2)[CH:3]=[N:2]1.C(O)(C(F)(F)F)=O.C(Cl)[Cl:54]>>[ClH:54].[NH:1]1[CH:5]=[C:4]([C:6]2[CH:7]=[C:8]([NH:16][C:17](=[O:45])[CH2:18][C:19]3[CH:24]=[CH:23][C:22]([C:25]4[CH:30]=[C:29]([O:31][CH2:32][CH3:33])[C:28](=[O:34])[NH:27][CH:26]=4)=[CH:21][C:20]=3[F:44])[CH:9]=[C:10]([C:12]([F:15])([F:14])[F:13])[CH:11]=2)[CH:3]=[N:2]1 |f:3.4|. The yield is 15.9%. Reported procedure: To a mixture of N-(3-(1H-pyrazol-4-yl)-5-(trifluoromethyl)phenyl)-2-(4-(5-ethoxy-6-((4-methoxybenzyl)oxy)pyridin-3-yl)-2-fluorophenyl)acetamide (50 mg, 0.081 mmol) in DCM (10 mL) was added TFA (1 mL, 12.98 mmol). The mixture was stirred at 25° C. for 2 h. The mixture was concentrated and NH4OH (0.5 mL) was added. Then the reaction residue was concentrated and purified by preparative HPLC (Column: ASB C18 150*25 mm; Mobile phase A: Water+0.1% HCl; Mobile phaseB: MeCN; Flowrate: 25 mL/min; Gradien... Starting materials: C(C)(C)(C)OC(C(C)(C)SC=1SC=C(N1)CC(=O)O)=O ({2-[(2-tert-butoxy-1,1-dimethyl-2-oxoethyl)thio]-1,3-thiazol-4-yl}acetic acid), FC(C(=O)O)(F)F (trifluoroacetic acid), NC1=NC=C(C=C1)Cl (2-amino-5-chloropyridine). Solvent: ClCCl (dichloromethane). Reaction conditions: time 12 hour. Product: FC(C(=O)O)(F)F.ClC=1C=CC(=NC1)N(CCC=1N=C(SC1)SC(C(=O)O)(C)C)CCCCCCC (2-[(4-{2-[(5-chloropyridin-2-yl)(heptyl)amino]ethyl}-1,3-thiazol-2-yl)thio]-2-methylpropionic acid trifluoroacetate). Reaction SMILES: C([O:5][C:6](=[O:20])[C:7]([S:10][C:11]1[S:12][CH:13]=[C:14]([CH2:16][C:17](O)=O)[N:15]=1)([CH3:9])[CH3:8])(C)(C)C.[NH2:21][C:22]1[CH:27]=[CH:26][C:25]([Cl:28])=[CH:24][N:23]=1.[F:29][C:30]([F:35])([F:34])[C:31]([OH:33])=[O:32]>ClCCl>[F:29][C:30]([F:35])([F:34])[C:31]([OH:33])=[O:32].[Cl:28][C:25]1[CH:26]=[CH:27][C:22]([N:21]([CH2:24][CH2:25][CH2:26][CH2:27][CH2:22][CH2:30][CH3:31])[CH2:17][CH2:16][C:14]2[N:15]=[C:11]([S:10][C:7]([CH3:8])([CH3:9])[C:6]([OH:5])=[O:20])[S:12][CH:13]=2)=[N:23][CH:24]=1 |f:4.5|. Procedure details: A compound obtained using {2-[(2-tert-butoxy-1,1-dimethyl-2-oxoethyl)thio]-1,3-thiazol-4-yl}acetic acid synthesized in Example 3 and 2-amino-5-chloropyridine as starting materials and by an operation similar to that of Example 293-1 was treated with dichloromethane and trifluoroacetic acid, and the mixture was stirred at room temperature for 12 hr. The reaction solution was concentrated under reduced pressure, and the residue was purified by high performance liquid chromatography (elution solven... Starting materials: ClC1=C(N=C2N1C=C(C=C2)C(F)(F)F)NC(OC(C)(C)C)=O (tert-Butyl (3-chloro-6-trifluoromethylimidazo[1,2-a]pyridin-2-yl)carbamate), [H-].[Na+] (NaH), C1(=CC=CC=C1)S(=O)(=O)Cl (Benzenesulfonyl chloride). The solvent is CN(C)C=O (DMF). Run at time 10 minute. The product is C(C)(C)(C)OC(=O)N(S(=O)(=O)C1=CC=CC=C1)C=1N=C2N(C=C(C=C2)C(F)(F)F)C1Cl (N-(tert-Butoxycarbonyl)-N-(3-chloro-6-trifluoromethylimidazo[1,2-a]pyridin-2-yl)benzenesulfonamide). Reaction SMILES: [Cl:1][C:2]1[N:6]2[CH:7]=[C:8]([C:11]([F:14])([F:13])[F:12])[CH:9]=[CH:10][C:5]2=[N:4][C:3]=1[NH:15][C:16](=[O:22])[O:17][C:18]([CH3:21])([CH3:20])[CH3:19].[H-].[Na+].[C:25]1([S:31](Cl)(=[O:33])=[O:32])[CH:30]=[CH:29][CH:28]=[CH:27][CH:26]=1>CN(C=O)C>[C:18]([O:17][C:16]([N:15]([C:3]1[N:4]=[C:5]2[CH:10]=[CH:9][C:8]([C:11]([F:12])([F:14])[F:13])=[CH:7][N:6]2[C:2]=1[Cl:1])[S:31]([C:25]1[CH:30]=[CH:29][CH:28]=[CH:27][CH:26]=1)(=[O:33])=[O:32])=[O:22])([CH3:19])([CH3:21])[CH3:20] |f:1.2|. Procedure details: To a solution of compound 9-C (0.100 g, 0.300 mmol) in DMF (5 mL) at room temperature was added 60% NaH (0.012 g, 0.300 mmol) and the reaction mixture was stirred for 10 minutes. Benzenesulfonyl chloride (0.053 g, 0.300 mmol) was added and the reaction mixture was stirred at room temperature overnight. DMF was removed in vacuo and water and methylene chloride were added. The organic layer was washed with H2O (2×), brine, dried over Na2SO4, filtered, and the solvent evaporated under reduced press... Reactants: Intermediate 213, FC(C(=O)O)(F)F.C[C@H](CCC)OC=1NC(=C2N=C(N=C2N1)OC)N (2-{[(1R)-1-methylbutyl]oxy}-8-(methyloxy)-1H-purin-6-amine trifluoroacetate), BrCCC1OCCCC1 (2-(2-bromoethyl)tetrahydro-2H-pyran). Yields the product C[C@H](CCC)OC1=NC(=C2N=C(N(C2=N1)CCC1OCCCC1)OC)N (2-{[(1R)-1-Methylbutyl]oxy}-8-(methyloxy)-9-[2-(tetrahydro-2H-Pyran-2-yl)ethyl]-9H-purin-6-amine). As a reaction SMILES: FC(F)(F)C(O)=O.[CH3:8][C@@H:9]([O:13][C:14]1[NH:15][C:16]([NH2:25])=[C:17]2[C:21]([N:22]=1)=[N:20][C:19]([O:23][CH3:24])=[N:18]2)[CH2:10][CH2:11][CH3:12].Br[CH2:27][CH2:28][CH:29]1[CH2:34][CH2:33][CH2:32][CH2:31][O:30]1>>[CH3:8][C@@H:9]([O:13][C:14]1[N:22]=[C:21]2[C:17]([N:18]=[C:19]([O:23][CH3:24])[N:20]2[CH2:27][CH2:28][CH:29]2[CH2:34][CH2:33][CH2:32][CH2:31][O:30]2)=[C:16]([NH2:25])[N:15]=1)[CH2:10][CH2:11][CH3:12] |f:0.1|. Procedure details: Prepared similarly to Intermediate 213 from 2-{[(1R)-1-methylbutyl]oxy}-8-(methyloxy)-1H-purin-6-amine trifluoroacetate and 2-(2-bromoethyl)tetrahydro-2H-pyran. Starting materials: COC([C@@H](NC(=O)OC(C)(C)C)CC1=CC=CC=C1)=O (t-butoxycarbonyl-L-phenylalanine methyl ester). The reagents and catalysts are [Rh] (rhodium). Product: C(C)(C)(C)OC(=O)NC(C(=O)OC)CC1CCCCC1 (methyl 2-t-butoxycarbonylamino-3-cyclohexylpropionate). Isolated yield 86316.1%. As a reaction SMILES: [CH3:1][O:2][C:3](=[O:20])[C@H:4]([CH2:13][C:14]1[CH:19]=[CH:18][CH:17]=[CH:16][CH:15]=1)[NH:5][C:6]([O:8][C:9]([CH3:12])([CH3:11])[CH3:10])=[O:7]>[Rh]>[C:9]([O:8][C:6]([NH:5][CH:4]([CH2:13][CH:14]1[CH2:15][CH2:16][CH2:17][CH2:18][CH2:19]1)[C:3]([O:2][CH3:1])=[O:20])=[O:7])([CH3:12])([CH3:10])[CH3:11]. Procedure: 315.3 g (1.28 mmol) of t-butoxycarbonyl-L-phenylalanine methyl ester are hydrogenated in the presence of 5% rhodium on aluminium oxide at room temperature and 440 kPa according to the method described by J. Boger et al. in J. Med. Chem., 28, 1779 (1985), whereby there are obtained 315.3 g of methyl 2-t-butoxycarbonylamino-3-cyclohexylpropionate as an oil which is used directly in the next step. Starting materials: CC1=C(N)C=C(C=C1)Cl (2-Methyl-5-chloroaniline), dimethyl acetal, ClCC=O (2-chloroacetaldehyde), C([O-])([O-])=O.[Na+].[Na+] (sodium carbonate). Conditions: temperature 150 celsius. Product: dimethyl acetal, CC1=C(NCC=O)C=C(C=C1)Cl (2-(2-methyl-5-chloroanilino)acetaldehyde). RXN SMILES: [CH3:1][C:2]1[CH:8]=[CH:7][C:6]([Cl:9])=[CH:5][C:3]=1[NH2:4].Cl[CH2:11][CH:12]=[O:13].C(=O)([O-])[O-].[Na+].[Na+]>>[CH3:1][C:2]1[CH:8]=[CH:7][C:6]([Cl:9])=[CH:5][C:3]=1[NH:4][CH2:11][CH:12]=[O:13] |f:2.3.4|. Reported procedure: 2-Methyl-5-chloroaniline (0.3 mole), the dimethyl acetal of 2-chloroacetaldehyde (0.3 mole) and sodium carbonate (20 grams) are charged into a glass reaction vessel equipped with a mechanical stirrer, thermometer and reflux condenser. The reaction mixture is heated at about 150°C for a period of about 8 hours. After this time the mixture is filtered and the filtrate is distilled to yield the desired product the dimethyl acetal of 2-(2-methyl-5-chloroanilino)acetaldehyde. The reactants are [F-].C(CCC)[N+](CCCC)(CCCC)CCCC (tetrabutylammonium fluoride), C(C1=CC=CC=C1)OC(=O)N1CCN(C(CC1)=O)C(CCO[Si](C)(C)C(C)(C)C)COC ((rac)-4-[3-(tert-butyl-dimethyl-silanyloxy)-1-methoxymethyl-propyl]-5-oxo-[1,4]diazepane-1-carboxylic acid benzyl ester), O (water). Solvent: O1CCCC1 (tetrahydrofuran). The product is C(C1=CC=CC=C1)OC(=O)N1CCN(C(CC1)=O)C(CCO)COC ((rac)-4-(3-Hydroxy-1-methoxymethyl-propyl)-5-oxo-[1,4]diazepane-1-carboxylic acid benzyl ester). Yield: 76.9%. As a reaction SMILES: [F-].C([N+](CCCC)(CCCC)CCCC)CCC.[CH2:19]([O:26][C:27]([N:29]1[CH2:35][CH2:34][C:33](=[O:36])[N:32]([CH:37]([CH2:48][O:49][CH3:50])[CH2:38][CH2:39][O:40][Si](C(C)(C)C)(C)C)[CH2:31][CH2:30]1)=[O:28])[C:20]1[CH:25]=[CH:24][CH:23]=[CH:22][CH:21]=1.O>O1CCCC1>[CH2:19]([O:26][C:27]([N:29]1[CH2:35][CH2:34][C:33](=[O:36])[N:32]([CH:37]([CH2:48][O:49][CH3:50])[CH2:38][CH2:39][OH:40])[CH2:31][CH2:30]1)=[O:28])[C:20]1[CH:25]=[CH:24][CH:23]=[CH:22][CH:21]=1 |f:0.1|. Procedure details: 3.22 ml (3.22 mmol, 1 M in tetrahydrofuran) tetrabutylammonium fluoride were added to a cooled solution (0° C.) of 1.36 g (2.93 mmol) (rac)-4-[3-(tert-butyl-dimethyl-silanyloxy)-1-methoxymethyl-propyl]-5-oxo-[1,4]diazepane-1-carboxylic acid benzyl ester in 29 ml tetrahydrofuran. After 50 min water was added and extracted with ethyl acetate (3×). The organic phases were washed with water (2×), dried over Na2SO4 and evaporated. Flash chromatography on silica gel with a gradient 2% to 4% methanol i...